From a dataset of the Open Reaction Database (ORD), a public repository of structured organic reaction records. describe an organic reaction: reactants, conditions, products, and yield Starting materials: CC(C)CCO, COc1ccc2c(N)nc(Cl)nc2c1OC, O=C(C1CCCO1)N1CCCNCC1. Yields the product Cl, COc1ccc2c(N)nc(N3CCCN(C(=O)C4CCCO4)CC3)nc2c1OC. RXN SMILES: [CH2:31]([OH:32])[CH2:33][CH:34]([CH3:35])[CH3:36].[NH2:1][c:2]1[n:3][c:4]([Cl:16])[n:5][c:6]2[c:7]([O:14][CH3:15])[c:8]([O:12][CH3:13])[cH:9][cH:10][c:11]12.[O:17]1[CH:18]([C:22](=[O:23])[N:24]2[CH2:25][CH2:26][NH:27][CH2:28][CH2:29][CH2:30]2)[CH2:19][CH2:20][CH2:21]1>>[ClH:16].[NH2:1][c:2]1[n:3][c:4]([N:27]2[CH2:26][CH2:25][N:24]([C:22]([CH:18]3[O:17][CH2:21][CH2:20][CH2:19]3)=[O:23])[CH2:30][CH2:29][CH2:28]2)[n:5][c:6]2[c:7]([O:14][CH3:15])[c:8]([O:12][CH3:13])[cH:9][cH:10][c:11]12.